This data is from the Open Reaction Database (ORD), a public repository of structured organic reaction records. The task is: describe an organic reaction: reactants, conditions, products, and yield The reactants are Cc1nn(C(c2ccccc2)(c2ccccc2)c2ccccc2)cc1-c1ccc2nccc(N3CCN(CC(N)=O)CC3)c2c1, O=C(O)C(F)(F)F. The product is Cc1n[nH]cc1-c1ccc2nccc(N3CCN(CC(N)=O)CC3)c2c1. As a reaction SMILES: [CH3:1][c:2]1[n:3][n:4]([C:27]([c:28]2[cH:29][cH:30][cH:31][cH:32][cH:33]2)([c:34]2[cH:35][cH:36][cH:37][cH:38][cH:39]2)[c:40]2[cH:41][cH:42][cH:43][cH:44][cH:45]2)[cH:5][c:6]1-[c:7]1[cH:8][c:9]2[c:10]([N:17]3[CH2:18][CH2:19][N:20]([CH2:23][C:24](=[O:25])[NH2:26])[CH2:21][CH2:22]3)[cH:11][cH:12][n:13][c:14]2[cH:15][cH:16]1.[OH:46][C:47]([C:48]([F:49])([F:50])[F:51])=[O:52]>>[CH3:1][c:2]1[n:3][nH:4][cH:5][c:6]1-[c:7]1[cH:8][c:9]2[c:10]([N:17]3[CH2:18][CH2:19][N:20]([CH2:23][C:24](=[O:25])[NH2:26])[CH2:21][CH2:22]3)[cH:11][cH:12][n:13][c:14]2[cH:15][cH:16]1. The reactants are C(C)(=O)C=1C=CC(=NC1)Cl (5-acetyl-2-chloro-pyridine), C(C)OC(N(C)C)OCC (dimethylformamide diethylacetal). Yields the product CN(C=CC(=O)C=1C=CC(=NC1)Cl)C (3-dimethylamino-1-(2-chloro-5-pyridyl)-2-propen-1-one). Reaction SMILES: [C:1]([C:4]1[CH:5]=[CH:6][C:7]([Cl:10])=[N:8][CH:9]=1)(=[O:3])[CH3:2].C(O[CH:14](OCC)[N:15]([CH3:17])[CH3:16])C>>[CH3:14][N:15]([CH3:17])[CH:16]=[CH:2][C:1]([C:4]1[CH:5]=[CH:6][C:7]([Cl:10])=[N:8][CH:9]=1)=[O:3]. Procedure: 15.4 g (98.7 mmol) of 5-acetyl-2-chloro-pyridine are stirred for 1 h at 110° with 100 ml of dimethylformamide diethylacetal. After cooling to 0° filtering and drying at 60°, under HV, 3-dimethylamino-1-(2-chloro-5-pyridyl)-2-propen-1-one is obtained; 1H-NMR (DMSO): 2.98 (3H,s), 3.2 (3H,s), 5.9 (1H,d), 7.6 (1H,d), 7.8 (1H,d), 8.3 (1H, m), 8.9 (1H,m). As a reaction SMILES: [Br:1][c:2]1[c:3]([F:20])[c:4](-[n:8]2[n:9][c:10]([C:17](=[O:18])[OH:19])[c:11](=[O:16])[c:12]([O:14][CH3:15])[cH:13]2)[cH:5][cH:6][cH:7]1.[C:21]([n:22]1[cH:23][cH:24][n:25][cH:26]1)([n:27]1[cH:28][cH:29][n:30][cH:31]1)=[O:32].[CH2:38]1[O:39][CH2:40][CH2:41][CH2:42]1.[CH3:34][NH:35][O:36][CH3:37].[ClH:33].[ClH:44].[OH2:43]>>[Br:1][c:2]1[c:3]([F:20])[c:4](-[n:8]2[n:9][c:10]([C:17](=[O:19])[N:35]([CH3:34])[O:36][CH3:37])[c:11](=[O:16])[c:12]([O:14][CH3:15])[cH:13]2)[cH:5][cH:6][cH:7]1. Starting materials: COc1cn(-c2cccc(Br)c2F)nc(C(=O)O)c1=O, O=C(n1ccnc1)n1ccnc1, C1CCOC1, CNOC, Cl, Cl, O. Yields the product COc1cn(-c2cccc(Br)c2F)nc(C(=O)N(C)OC)c1=O.